This data is from the Open Reaction Database (ORD), a public repository of structured organic reaction records. The task is: describe an organic reaction: reactants, conditions, products, and yield The reactants are Cl, Cc1c(C)c(S(=O)(=O)NCC(=O)NC(Cc2ccc3c(N)nccc3c2)C(=O)N2CCCCC2)c(C)c2c1OC(C)(C)CC2, CC(C)(C)OC(=O)NC(Cc1ccc2c(N)nccc2c1)C(=O)N1CCCCC1, COc1cc(C)c(S(=O)(=O)NC(CC(=O)N2CCOCC2)C(=O)O)c(C)c1C. Yields the product Cl, COc1cc(C)c(S(=O)(=O)NC(CC(=O)N2CCOCC2)C(=O)NC(Cc2ccc3c(N)nccc3c2)C(=O)N2CCCCC2)c(C)c1C. RXN SMILES: [ClH:1].[NH2:2][c:3]1[n:4][cH:5][cH:6][c:7]2[cH:8][c:9]([CH2:13][CH:14]([C:15]([N:16]3[CH2:17][CH2:18][CH2:19][CH2:20][CH2:21]3)=[O:22])[NH:23][C:24](=[O:25])[CH2:26][NH:27][S:28]([c:29]3[c:30]([CH3:31])[c:32]([CH3:33])[c:34]4[c:41]([c:42]3[CH3:43])[CH2:40][CH2:39][C:36]([CH3:37])([CH3:38])[O:35]4)(=[O:44])=[O:45])[cH:10][cH:11][c:12]12.[NH2:46][c:47]1[c:48]2[c:49]([cH:50][c:51]([CH2:52][CH:53]([NH:54][C:55](=[O:56])[O:57][C:58]([CH3:59])([CH3:60])[CH3:61])[C:62](=[O:63])[N:64]3[CH2:65][CH2:66][CH2:67][CH2:68][CH2:69]3)[cH:70][cH:71]2)[cH:72][cH:73][n:74]1.[O:75]1[CH2:76][CH2:77][N:78]([C:81]([CH2:82][CH:83]([C:84](=[O:85])[OH:86])[NH:87][S:88](=[O:89])(=[O:90])[c:91]2[c:92]([CH3:101])[c:93]([CH3:100])[c:94]([O:98][CH3:99])[cH:95][c:96]2[CH3:97])=[O:102])[CH2:79][CH2:80]1>>[ClH:1].[NH2:2][c:3]1[n:4][cH:5][cH:6][c:7]2[cH:8][c:9]([CH2:13][CH:14]([C:15]([N:16]3[CH2:17][CH2:18][CH2:19][CH2:20][CH2:21]3)=[O:22])[NH:23][C:84]([CH:83]([CH2:82][C:81]([N:78]3[CH2:77][CH2:76][O:75][CH2:80][CH2:79]3)=[O:102])[NH:87][S:88](=[O:89])(=[O:90])[c:91]3[c:92]([CH3:101])[c:93]([CH3:100])[c:94]([O:98][CH3:99])[cH:95][c:96]3[CH3:97])=[O:85])[cH:10][cH:11][c:12]12.